Task: describe an organic reaction: reactants, conditions, products, and yield. Dataset: the Open Reaction Database (ORD), a public repository of structured organic reaction records The reactants are CC(=O)OC1(C(C)=O)C(C)CC2C3CC(C)C4=CC(=O)C=CC4(C)C3(Br)C(O)CC21C, O=C([O-])[O-], CC(C)=O, [K+], [K+]. The product is CC(=O)OC1(C(C)=O)C(C)CC2C3CC(C)C4=CC(=O)C=CC4(C)C34OC4CC21C. Reaction SMILES: [C:1]([CH3:2])(=[O:3])[O:4][C:5]1([C:6]([CH3:7])=[O:8])[CH:9]([CH3:31])[CH2:10][CH:11]2[CH:12]3[CH2:13][CH:14]([CH3:30])[C:15]4=[CH:16][C:17](=[O:29])[CH:18]=[CH:19][C:20]4([CH3:21])[C:22]3([Br:28])[CH:23]([OH:27])[CH2:24][C:25]12[CH3:26].[C:32](=[O:33])([O-:34])[O-:35].[CH3:38][C:39](=[O:40])[CH3:41].[K+:36].[K+:37]>>[C:1]([CH3:2])(=[O:3])[O:4][C:5]1([C:6]([CH3:7])=[O:8])[CH:9]([CH3:31])[CH2:10][CH:11]2[CH:12]3[CH2:13][CH:14]([CH3:30])[C:15]4=[CH:16][C:17](=[O:29])[CH:18]=[CH:19][C:20]4([CH3:21])[C:22]34[CH:23]([CH2:24][C:25]12[CH3:26])[O:27]4. Reactants: O=C1N(CCC12CCOCC2)C2=CC=C(C=C2)[C@H]2CC[C@H](CC2)OS(=O)(=O)C (Cis-Methanesulfonic acid 4-[4-(1-oxo-8-oxa-2-aza-spiro[4.5]dec-2-yl)-phenyl]-cyclohexyl ester), O=C1N(CCC12CCOCC2)C2=CC=C(C=C2)[C@H]2CC[C@H](CC2)OS(=O)(=O)C (Cis-Methanesulfonic acid 4-[4-(1-oxo-8-oxa-2-aza-spiro[4.5]dec-2-yl)-phenyl]-cyclohexyl ester), C[C@H]1NCCC1 ((R)-2-methylpyrrolidine). Yields the product C[C@H]1N(CCC1)C1CCC(CC1)C1=CC=C(C=C1)N1C(C2(CC1)CCOCC2)=O (2-{4-[4-((R)-2-Methyl-pyrrolidin-1-yl)-cyclohexyl]-phenyl}-8-oxa-2-aza-spiro[4.5]decan-1-one). As a reaction SMILES: [O:1]=[C:2]1[C:6]2([CH2:11][CH2:10][O:9][CH2:8][CH2:7]2)[CH2:5][CH2:4][N:3]1[C:12]1[CH:17]=[CH:16][C:15]([C@@H:18]2[CH2:23][CH2:22][C@H:21](OS(C)(=O)=O)[CH2:20][CH2:19]2)=[CH:14][CH:13]=1.[CH3:29][C@@H:30]1[CH2:34][CH2:33][CH2:32][NH:31]1>>[CH3:29][C@@H:30]1[CH2:34][CH2:33][CH2:32][N:31]1[CH:21]1[CH2:20][CH2:19][CH:18]([C:15]2[CH:14]=[CH:13][C:12]([N:3]3[CH2:4][CH2:5][C:6]4([CH2:7][CH2:8][O:9][CH2:10][CH2:11]4)[C:2]3=[O:1])=[CH:17][CH:16]=2)[CH2:23][CH2:22]1. Procedure: The title compound was synthesized in the manner essentially the same as the Example 9 by condensing cis-methanesulfonic acid 4-[4-(1-oxo-8-oxa-2-aza-spiro[4.5]dec-2-yl)-phenyl]-cyclohexyl ester (Intermediate 21) (30 mg, 0.07 mmol, 1 equiv.) and (R)-2-methylpyrrolidine. The reactants are ClC1=CC(=C(CN2N=CC3=CC(=CC=C23)C=C2C(N=C(S2)SCC)=O)C=C1)C(F)(F)F (5-[1-(4-Chloro-2-trifluoromethyl-benzyl)-1H-indazol-5-ylmethylene]-2-ethylsulfanyl-thiazol-4-one), C[C@H]1N[C@H](CNC1)C ((2R,6S) 2,6-Dimethyl-piperazine). Yields the product ClC1=CC(=C(CN2N=CC3=CC(=CC=C23)C=C2C(N=C(S2)N2C[C@H](N[C@H](C2)C)C)=O)C=C1)C(F)(F)F (5-({1-[4-Chloro-2-(trifluoromethyl)benzyl]-1H-indazol-5-yl}methylidene)-2-((3R,5S)-3,5-dimethylpiperazin-1-yl)-1,3-thiazol-4(5H)-one). Reaction SMILES: [Cl:1][C:2]1[CH:27]=[CH:26][C:5]([CH2:6][N:7]2[C:15]3[C:10](=[CH:11][C:12]([CH:16]=[C:17]4[S:21][C:20](SCC)=[N:19][C:18]4=[O:25])=[CH:13][CH:14]=3)[CH:9]=[N:8]2)=[C:4]([C:28]([F:31])([F:30])[F:29])[CH:3]=1.[CH3:32][C@@H:33]1[CH2:38][NH:37][CH2:36][C@H:35]([CH3:39])[NH:34]1>>[Cl:1][C:2]1[CH:27]=[CH:26][C:5]([CH2:6][N:7]2[C:15]3[C:10](=[CH:11][C:12]([CH:16]=[C:17]4[S:21][C:20]([N:37]5[CH2:36][C@H:35]([CH3:39])[NH:34][C@H:33]([CH3:32])[CH2:38]5)=[N:19][C:18]4=[O:25])=[CH:13][CH:14]=3)[CH:9]=[N:8]2)=[C:4]([C:28]([F:30])([F:31])[F:29])[CH:3]=1. Reported procedure: 5-({1-[4-Chloro-2-(trifluoromethyl)benzyl]-1H-indazol-5-yl}methylidene)-2-((3R,5S)-3,5-dimethylpiperazin-1-yl)-1,3-thiazol-4(5H)-one was prepared from 5-[1-(4-Chloro-2-trifluoromethyl-benzyl)-1H-indazol-5-ylmethylene]-2-ethylsulfanyl-thiazol-4-one and (2R,6S) 2,6-Dimethyl-piperazine following General Procedure C. Starting materials: C(C1=CC=CC=C1)C1=CC(=NC=C1)CO (4-benzyl-2-(hydroxymethyl) pyridine), O=S(Cl)Cl (SOCl2). The product is C(C1=CC=CC=C1)C1=CC(=NC=C1)CCl (4-Benzyl-2-(chloromethyl)pyridine). Isolated yield 100.7%. RXN SMILES: [CH2:1]([C:8]1[CH:13]=[CH:12][N:11]=[C:10]([CH2:14]O)[CH:9]=1)[C:2]1[CH:7]=[CH:6][CH:5]=[CH:4][CH:3]=1.O=S(Cl)[Cl:18]>>[CH2:1]([C:8]1[CH:13]=[CH:12][N:11]=[C:10]([CH2:14][Cl:18])[CH:9]=1)[C:2]1[CH:7]=[CH:6][CH:5]=[CH:4][CH:3]=1. Procedure: A solution of 4-benzyl-2-(hydroxymethyl) pyridine (2.85 g, 14.6 mmol) in SOCl2 (7.50 mL, 102 mmol) was stirred at 25° C. for 30 min. and was concentrated under reduced pressure. The crude compound was diluted with EtOAc (100 mL), washed with NaHCO3 (2×100 mL), dried over Na2SO4 and was concentrated under reduced pressure to afford the title compound as a dark oil (3.2 g, 98%): 1H NMR (CDCl3) δ4.00 (s, 2H), 4.66 (s, 2H), 7.08 (d, J=5.1 Hz, 1H), 7.18 (d, J=7.2 Hz, 2H), 7.20-7.40 (m, 4H), 8.46 (d, ... Starting materials: cupric chloride dihydrate, S(=O)=O (sulfur dioxide), ClS(=O)(=O)C1=C(C(=O)OC)C(=CC=C1)Cl (methyl 2-chlorosulfonyl-6-chlorobenzoate), [OH-].[NH4+] (ammonium hydroxide), diazonium salt, CC1=C2C(NS(=O)(=O)C2=CC=C1)=O (4-methylsaccharin), ClC=1C=CC=C(C1C(=O)OC)N (methyl 6-chloroanthranilate), N(=O)[O-].[Na+] (sodium nitrite). Solvent: C(C)(=O)O (acetic acid), O (water), C(C)(=O)O (acetic acid), Cl (hydrochloric acid), O (water). Product: ClC1=C2C(NS(=O)(=O)C2=CC=C1)=O (4-chlorosaccharin). Yield: 62.0%. RXN SMILES: C[C:2]1[CH:12]=[CH:11][CH:10]=[C:9]2[C:3]=1[C:4](=[O:13])[NH:5][S:6]2(=[O:8])=[O:7].[Cl:14]C1C=CC=C(N)C=1C(OC)=O.N([O-])=O.[Na+].S(=O)=O.ClS(C1C=CC=C(Cl)C=1C(OC)=O)(=O)=O.[OH-].[NH4+]>C(O)(=O)C.Cl.O>[Cl:14][C:2]1[CH:12]=[CH:11][CH:10]=[C:9]2[C:3]=1[C:4](=[O:13])[NH:5][S:6]2(=[O:8])=[O:7] |f:2.3,6.7|. Reported procedure: 4-Chlorosaccharin was prepared by the same method as used for the preparation of 4-methylsaccharin using 4.22 g (0.023 mol) of methyl 6-chloroanthranilate in 22 ml of acetic acid and 40 ml of concentrated hydrochloric acid and 1.68 g (0.024 mol) of sodium nitrite in 7 ml of water to prepare the diazonium salt which was added to 1.93 g (0.011 mol) of cupric chloride dihydrate and 6.5 g of sulfur dioxide in 30 ml of acetic acid and 5 ml of water. The resulting methyl 2-chlorosulfonyl-6-chlorobenzo... Starting materials: CC(C)(C)OC(=O)OC(=O)OC(C)(C)C, CCOC(=O)CNCCCn1c(-c2ccc(F)cc2)csc1=Nc1ccc(Cl)cc1OC, C1CCOC1. Product: COc1cc(Cl)ccc1N=c1scc(-c2ccc(F)cc2)n1CCCNCCO. Reaction SMILES: [C:33]([O:34][C:35]([O:36][C:37]([CH3:38])([CH3:39])[CH3:40])=[O:41])([O:42][C:43]([CH3:44])([CH3:45])[CH3:46])=[O:47].[Cl:1][c:2]1[cH:3][c:4]([O:31][CH3:32])[c:5]([N:8]=[c:9]2[s:10][cH:11][c:12](-[c:24]3[cH:25][cH:26][c:27]([F:30])[cH:28][cH:29]3)[n:13]2[CH2:14][CH2:15][CH2:16][NH:17][CH2:18][C:19](=[O:20])[O:21][CH2:22][CH3:23])[cH:6][cH:7]1.[O:48]1[CH2:49][CH2:50][CH2:51][CH2:52]1>>[Cl:1][c:2]1[cH:3][c:4]([O:31][CH3:32])[c:5]([N:8]=[c:9]2[s:10][cH:11][c:12](-[c:24]3[cH:25][cH:26][c:27]([F:30])[cH:28][cH:29]3)[n:13]2[CH2:14][CH2:15][CH2:16][NH:17][CH2:18][CH2:19][OH:20])[cH:6][cH:7]1. Reactants: [H-], [Na+], CN(C)C=O, CC(C)(C)OC(=O)NC(CC1CCCCC1)C(O)C(F)(F)CO. Yields the product O=C1NC(CC2CCCCC2)C(C(F)(F)CO)O1. Reaction SMILES: [H-:25].[Na+:24].[O:26]=[CH:27][N:28]([CH3:29])[CH3:30].[OH:1][CH2:2][C:3]([CH:4]([CH:5]([CH2:6][CH:7]1[CH2:8][CH2:9][CH2:10][CH2:11][CH2:12]1)[NH:13][C:14](=[O:15])[O:16][C:18]([CH3:19])([CH3:20])[CH3:21])[OH:17])([F:22])[F:23]>>[OH:1][CH2:2][C:3]([CH:4]1[CH:5]([CH2:6][CH:7]2[CH2:8][CH2:9][CH2:10][CH2:11][CH2:12]2)[NH:13][C:14](=[O:15])[O:16]1)([F:22])[F:23]. The reactants are CC(C)(C)OC(=O)N1CCN(c2ccc(OCc3ccccc3)cc2)CC1, Cl, C1COCCO1. Product: Cl, c1ccc(COc2ccc(N3CCNCC3)cc2)cc1. Reaction SMILES: [C:1]([O:2][C:3](=[O:4])[N:8]1[CH2:9][CH2:10][N:11]([c:14]2[cH:15][cH:16][c:17]([O:20][CH2:21][c:22]3[cH:23][cH:24][cH:25][cH:26][cH:27]3)[cH:18][cH:19]2)[CH2:12][CH2:13]1)([CH3:5])([CH3:6])[CH3:7].[ClH:28].[O:29]1[CH2:30][CH2:31][O:32][CH2:33][CH2:34]1>>[ClH:28].[NH:8]1[CH2:9][CH2:10][N:11]([c:14]2[cH:15][cH:16][c:17]([O:20][CH2:21][c:22]3[cH:23][cH:24][cH:25][cH:26][cH:27]3)[cH:18][cH:19]2)[CH2:12][CH2:13]1.